This data is from the Open Reaction Database (ORD), a public repository of structured organic reaction records. The task is: describe an organic reaction: reactants, conditions, products, and yield Reactants: CCCCn1c(=O)c2c(NC)n[nH]c2n(CCO)c1=O, ClC(Cl)Cl, O=S(Cl)Cl, c1ccncc1. Yields the product CCCCn1c(=O)c2c(NC)n[nH]c2n(CCCl)c1=O. As a reaction SMILES: [CH2:1]([CH2:2][CH2:3][CH3:4])[n:5]1[c:6](=[O:20])[n:7]([CH2:17][CH2:18][OH:19])[c:8]2[c:9]([c:10]1=[O:11])[c:12]([NH:15][CH3:16])[n:13][nH:14]2.[CH:25]([Cl:26])([Cl:27])[Cl:28].[S:21]([Cl:22])([Cl:23])=[O:24].[cH:29]1[cH:30][cH:31][n:32][cH:33][cH:34]1>>[CH2:1]([CH2:2][CH2:3][CH3:4])[n:5]1[c:6](=[O:20])[n:7]([CH2:17][CH2:18][Cl:23])[c:8]2[c:9]([c:10]1=[O:11])[c:12]([NH:15][CH3:16])[n:13][nH:14]2. Reactants: CCOCC (ether), C(C)OC(=O)[C@H]1[C@@H]2C[C@H]([C@]([C@H]12)(C(=O)OCC1=CC=CC=C1)N=[N+]=[N-])O ((1S,2R,3R,5R,6S)-2-azido-3-hydroxy-bicyclo[3.1.0]hexane-2,6-dicarboxylic acid 2-benzyl ester 6-ethyl ester), [BH4-].[Na+] (NaBH4), [N-]=[N+]=[N-].[Na+] (NaN3). Reagents/catalysts: C(Cl)(Cl)Cl (chloroform), Cl[Ni]Cl (NiCl2). Solvent: O (water), CO (MeOH), CC(=O)C (acetone), O (H2O), O (H2O). Reaction conditions: time 10 minute. The product is C(C)OC(=O)[C@H]1[C@@H]2C[C@H]([C@]([C@H]12)(C(=O)OCC1=CC=CC=C1)N)O ((1S,2R,3R,5R,6S)-2-Amino-3-hydroxy-bicyclo [3.1.0]hexane-2,6-dicarboxylic acid 2-benzyl ester 6-ethyl ester). Isolated yield 57.2%. As a reaction SMILES: [CH2:1]([O:3][C:4]([C@@H:6]1[C@@H:11]2[C@H:7]1[CH2:8][C@@H:9]([OH:25])[C@@:10]2([N:22]=[N+]=[N-])[C:12]([O:14][CH2:15][C:16]1[CH:21]=[CH:20][CH:19]=[CH:18][CH:17]=1)=[O:13])=[O:5])[CH3:2].[N-]=[N+]=[N-].[Na+].[BH4-].[Na+].CCOCC>CO.C(Cl)(Cl)Cl.CC(C)=O.O.Cl[Ni]Cl>[CH2:1]([O:3][C:4]([C@@H:6]1[C@@H:11]2[C@H:7]1[CH2:8][C@@H:9]([OH:25])[C@@:10]2([NH2:22])[C:12]([O:14][CH2:15][C:16]1[CH:17]=[CH:18][CH:19]=[CH:20][CH:21]=1)=[O:13])=[O:5])[CH3:2] |f:1.2,3.4|. Procedure details: To a solution of (1S,2R,3R,5R,6S)-2-azido-3-hydroxy-bicyclo[3.1.0]hexane-2,6-dicarboxylic acid 2-benzyl ester 6-ethyl ester (VII-1) (200 mg, 0.58 mmol) in MeOH (5.8 mL) and a few drops of chloroform at 0° C. was added NiCl2.6 H2O (661 mg, 2.78 mmol) was dissolved in acetone (45 mL) and H2O (4.5 mL), NaN3 (720 mg, 11.1 mmol) and stirred for 10 min at 0° C. Upon cautious addition of NaBH4 (175 mg, 4.62 mmol) the reaction mixture turned immediately black, stirring was continued at 0° C. for 10 min ... The reactants are OC1=C(C=O)C=CC=C1C (2-hydroxy-3-methylbenzaldehyde), Cl.NO (hydroxylamine hydrochloride), C(=O)[O-].[Na+] (sodium formate). The solvent is C(=O)O (formic acid). Product: C(#N)C1=C(C(=CC=C1)C)O (2-Cyano-6-methylphenol). Yield: 82.5%. As a reaction SMILES: [OH:1][C:2]1[C:9]([CH3:10])=[CH:8][CH:7]=[CH:6][C:3]=1[CH:4]=O.Cl.[NH2:12]O.C([O-])=O.[Na+]>C(O)=O>[C:4]([C:3]1[CH:6]=[CH:7][CH:8]=[C:9]([CH3:10])[C:2]=1[OH:1])#[N:12] |f:1.2,3.4|. Procedure: A solution of 2-hydroxy-3-methylbenzaldehyde (18.6 g), hydroxylamine hydrochloride (14.2 g) and sodium formate (19.2 g) in formic acid (200 mL) was heated at reflux for 18 h, then cooled and partitioned between DEE/water. The organic layer was washed with water, saturated aqueous sodium bicarbonate and brine, then dried over sodium sulfate and concentrated in vacuo to afford a solid. Recrystallization from diethyl ether/petroleum ether afforded the title compound as colorless crystals (15.0 g).